From a dataset of the Open Reaction Database (ORD), a public repository of structured organic reaction records. describe an organic reaction: reactants, conditions, products, and yield Yields the product C1(CC1)C1=C(C(=NO1)SC)C(C1=C(C=C(C=C1)C(F)(F)F)S(=O)(=O)C)=O (5-cyclopropyl-3-methylsulfanyl-4-(2-methanesulfonyl-4-trifluoromethylbenzoyl)isoxazole). Run in ClCCl (dichloromethane), C(C)O (ethanol), C(C)O (ethanol), ClCCl (dichloromethane). The reactants are CSC(=C(C(=O)C1CC1)C(=O)C1=C(C=C(C=C1)C(F)(F)F)S(=O)(=O)C)SC (2-(bis-methylsulfanylmethylene)-1 -cyclopropyl-3-(2-methanesulfonyl-4-trifluoromethylphenyl)propane-1,3-dione), Cl.NO (hydroxylamine hydrochloride), C(C)(=O)[O-].[Na+] (sodium acetate), Cl.NO (hydroxylamine hydrochloride), C(C)(=O)[O-].[Na+] (sodium acetate), Cl.NO (hydroxylamine hydrochloride), C(C)(=O)[O-].[Na+] (sodium acetate). Yield: 92.9%. RXN SMILES: [CH3:1][S:2][C:3](SC)=[C:4]([C:10]([C:12]1[CH:17]=[CH:16][C:15]([C:18]([F:21])([F:20])[F:19])=[CH:14][C:13]=1[S:22]([CH3:25])(=[O:24])=[O:23])=[O:11])[C:5]([CH:7]1[CH2:9][CH2:8]1)=[O:6].Cl.[NH2:29]O.C([O-])(=O)C.[Na+]>ClCCl.C(O)C>[CH:7]1([C:5]2[O:6][N:29]=[C:3]([S:2][CH3:1])[C:4]=2[C:10](=[O:11])[C:12]2[CH:17]=[CH:16][C:15]([C:18]([F:21])([F:20])[F:19])=[CH:14][C:13]=2[S:22]([CH3:25])(=[O:24])=[O:23])[CH2:9][CH2:8]1 |f:1.2,3.4|. Run at temperature 20 celsius, time 48 hour. Procedure: To a solution of 12.5 g (28.4 mmol) 2-(bis-methylsulfanylmethylene)-1 -cyclopropyl-3-(2-methanesulfonyl-4-trifluoromethylphenyl)propane-1,3-dione in 80 ml dichloromethane, 140 ml each of ethanol, 2.82 g (39.8 mmol) hydroxylamine hydrochloride and 3.4 g (41.2 mmol) anhydrous sodium acetate is successively added. The reaction mixture is then agitated for 48 hours at a temperature of 20° C. Then 50 ml dichloromethane, 50 ml ethanol, 1.4 g hydroxylamine hydrochloride and 1.7 g anhydrous sodium aceta... Starting materials: CC(=O)O, CNc1nc(Cl)nc2c1CCC2c1ccccc1, COc1cc(N)ccc1-n1cnc(C#N)c1, [Na+], C1COCCO1, [OH-]. Product: CNc1nc(Nc2ccc(-n3cnc(C#N)c3)c(OC)c2)nc2c1CCC2c1ccccc1. As a reaction SMILES: [C:35]([OH:36])(=[O:37])[CH3:38].[Cl:1][c:2]1[n:3][c:4]([NH:17][CH3:18])[c:5]2[c:6]([n:7]1)[CH:8]([c:11]1[cH:12][cH:13][cH:14][cH:15][cH:16]1)[CH2:9][CH2:10]2.[NH2:19][c:20]1[cH:21][c:22]([O:33][CH3:34])[c:23](-[n:26]2[cH:27][n:28][c:29]([C:31]#[N:32])[cH:30]2)[cH:24][cH:25]1.[Na+:40].[O:41]1[CH2:42][CH2:43][O:44][CH2:45][CH2:46]1.[OH-:39]>>[c:2]1([NH:19][c:20]2[cH:21][c:22]([O:33][CH3:34])[c:23](-[n:26]3[cH:27][n:28][c:29]([C:31]#[N:32])[cH:30]3)[cH:24][cH:25]2)[n:3][c:4]([NH:17][CH3:18])[c:5]2[c:6]([n:7]1)[CH:8]([c:11]1[cH:12][cH:13][cH:14][cH:15][cH:16]1)[CH2:9][CH2:10]2. Starting materials: [O-]C#N.[K+] (potassium cyanate), [Cl-].[Na+] (sodium chloride), CCCCC (pentane), C(C)(C)(C)N=NC1(CCCCC1)Cl (1-t-butylazo-1-chlorocyclohexane), isocyanato. Run in O (water), C(C)(C)O (isopropanol). Conditions: temperature 5 celsius, time 90 minute. The product is C(C)(C)(C)N=NC1(CCCCC1)N=C=O (1-t-Butylazo-1-isocyanatocyclohexane). Reaction SMILES: [O-:1][C:2]#[N:3].[K+].CCCCC.[C:10]([N:14]=[N:15][C:16]1(Cl)[CH2:21][CH2:20][CH2:19][CH2:18][CH2:17]1)([CH3:13])([CH3:12])[CH3:11].[Cl-].[Na+]>C(O)(C)C.O>[C:10]([N:14]=[N:15][C:16]1([N:3]=[C:2]=[O:1])[CH2:21][CH2:20][CH2:19][CH2:18][CH2:17]1)([CH3:13])([CH3:11])[CH3:12] |f:0.1,4.5|. Reported procedure: To a stirred solution of 48.7 grams (0.6 moles) of potassium cyanate in 250 ml of 75% aqueous isopropanol in a 2 liter jacketed reactor, cooled to 5° C., was added 371 grams (0.5 moles) of a 27.4% pentane solution of 1-t-butylazo-1-chlorocyclohexane holding the reaction temperature at 10°-20° C. After the addition was complete, the reaction mixture was stirred an additional 90 minutes at room temperature, 300 ml of water added and the reaction stirred until the sodium chloride dissolved. The pro... Starting materials: CS(C)=O, C[S+](C)C, CC(C)(C)C(=O)C1CCC1, [H-], [I-], [Na+], C1CCOC1, O. Product: CC(C)(C)C1(C2CCC2)CO1. Reaction SMILES: [CH3:19][S:20]([CH3:21])=[O:22].[CH3:4][S+:5]([CH3:6])[CH3:7].[CH3:8][C:9]([CH3:10])([C:11](=[O:12])[CH:13]1[CH2:14][CH2:15][CH2:16]1)[CH3:17].[H-:1].[I-:3].[Na+:2].[O:23]1[CH2:24][CH2:25][CH2:26][CH2:27]1.[OH2:18]>>[CH2:4]1[C:11]([C:9]([CH3:8])([CH3:10])[CH3:17])([CH:13]2[CH2:14][CH2:15][CH2:16]2)[O:12]1. Starting materials: C(CC(=O)OCC)(=O)OCC (diethyl malonate), N1CCCCC1 (piperidine), ClC1=CC(=C(C=O)C=C1)[N+](=O)[O-] (4-chloro-2-nitrobenzaldehyde). Reagents/catalysts: [Pd] (palladium on carbon). The solvent is C(C)O (ethanol). Conditions: temperature 23 celsius, time 1 hour. The product is C(C)OC(=O)C=1C(NC2=CC(=CC=C2C1)Cl)=O (7-Chloro-2-oxo-1,2-dihydro-quinoline-3-carboxylic Acid Ethyl Ester). As a reaction SMILES: [Cl:1][C:2]1[CH:9]=[CH:8][C:5]([CH:6]=O)=[C:4]([N+:10]([O-])=O)[CH:3]=1.[C:13](OCC)(=[O:20])[CH2:14][C:15]([O:17][CH2:18][CH3:19])=[O:16].N1CCCCC1>[Pd].C(O)C>[CH2:18]([O:17][C:15]([C:14]1[C:13](=[O:20])[NH:10][C:4]2[C:5]([CH:6]=1)=[CH:8][CH:9]=[C:2]([Cl:1])[CH:3]=2)=[O:16])[CH3:19]. Procedure: A mixture of 4-chloro-2-nitrobenzaldehyde (9-1, 495 mg, 2.64 mmol, 1 equiv) and 10% palladium on carbon (0.280 g, 0.264 mmol, 0.100 equiv) in ethanol (20 mL) was stirred under a hydrogen balloon for 1 h at 23° C. The catalyst was filtered onto a pad of celite and washed with ethanol (20 mL). The combined filtrate was concentrated to 20 mL, then diethyl malonate (0.801 mL, 5.28 mmol, 2.00 equiv) and piperidine (0.130 mL, 1.32 mmol, 0.500 equiv) were added. The resulting mixture was heated at refl...